From a dataset of the Open Reaction Database (ORD), a public repository of structured organic reaction records. describe an organic reaction: reactants, conditions, products, and yield Reactants: O (water), [H-].[Na+] (Sodium hydride), C(C)OC=1C=C(CN2C=C(C(=C2)C2=CC=CC=C2)CCC(=O)OCC)C=C(C1)O (ethyl 3-[1-(3-ethoxy-5-hydroxybenzyl)-4-phenyl-3-pyrrolyl]propionate), ClCC=1N=C(SC1)C1=CC=CC=C1 (4-Chloromethyl-2-phenylthiazole). Run in CN(C=O)C (N,N-dimethylformamide). Reaction conditions: time 15 minute. The product is C(C)OC=1C=C(CN2C=C(C(=C2)C2=CC=CC=C2)CCC(=O)OCC)C=C(C1)OCC=1N=C(SC1)C1=CC=CC=C1 (ethyl 3-[1-[3-ethoxy-5-(2-phenyl-4-thiazolylmethoxy)benzyl]-4-phenyl-3-pyrrolyl]propionate). The yield is 84.9%. RXN SMILES: [H-].[Na+].[CH2:3]([O:5][C:6]1[CH:7]=[C:8]([CH:28]=[C:29]([OH:31])[CH:30]=1)[CH2:9][N:10]1[CH:14]=[C:13]([C:15]2[CH:20]=[CH:19][CH:18]=[CH:17][CH:16]=2)[C:12]([CH2:21][CH2:22][C:23]([O:25][CH2:26][CH3:27])=[O:24])=[CH:11]1)[CH3:4].Cl[CH2:33][C:34]1[N:35]=[C:36]([C:39]2[CH:44]=[CH:43][CH:42]=[CH:41][CH:40]=2)[S:37][CH:38]=1.O>CN(C)C=O>[CH2:3]([O:5][C:6]1[CH:7]=[C:8]([CH:28]=[C:29]([O:31][CH2:33][C:34]2[N:35]=[C:36]([C:39]3[CH:40]=[CH:41][CH:42]=[CH:43][CH:44]=3)[S:37][CH:38]=2)[CH:30]=1)[CH2:9][N:10]1[CH:14]=[C:13]([C:15]2[CH:20]=[CH:19][CH:18]=[CH:17][CH:16]=2)[C:12]([CH2:21][CH2:22][C:23]([O:25][CH2:26][CH3:27])=[O:24])=[CH:11]1)[CH3:4] |f:0.1|. Reported procedure: Sodium hydride (60%, oily, 50.0 mg) was added to a solution of ethyl 3-[1-(3-ethoxy-5-hydroxybenzyl)-4-phenyl-3-pyrrolyl]propionate (492 mg) in N,N-dimethylformamide (10 ml) at 0° C., and the mixture was stirred at room temperature for 15 minutes. 4-Chloromethyl-2-phenylthiazole (262 mg) was added to the mixture, and the mixture was stirred at room temperature for 30 minutes. The reaction mixture was poured into water, and extracted with ethyl acetate. The ethyl acetate layer was washed with sat... The reactants are COCn1ccnc1C(O)(c1ccccc1)c1ccc(C(F)(F)F)cc1, CC(=O)O, Cl, O. The product is OC(c1ccccc1)(c1ccc(C(F)(F)F)cc1)c1ncc[nH]1. Reaction SMILES: [CH3:1][O:2][CH2:3][n:4]1[c:5]([C:9]([OH:10])([c:11]2[cH:12][cH:13][c:14]([C:17]([F:18])([F:19])[F:20])[cH:15][cH:16]2)[c:21]2[cH:22][cH:23][cH:24][cH:25][cH:26]2)[n:6][cH:7][cH:8]1.[CH3:27][C:28](=[O:29])[OH:30].[ClH:31].[OH2:32]>>[nH:4]1[c:5]([C:9]([OH:10])([c:11]2[cH:12][cH:13][c:14]([C:17]([F:18])([F:19])[F:20])[cH:15][cH:16]2)[c:21]2[cH:22][cH:23][cH:24][cH:25][cH:26]2)[n:6][cH:7][cH:8]1. The reactants are CN(C)C(=O)C1CC(N=[N+]=[N-])CN1C(=O)OC(C)(C)C, C1COCCO1. Yields the product CN(C)C(=O)C1CC(N)CN1C(=O)OC(C)(C)C. Reaction SMILES: [C:1](=[O:2])([O:3][C:4]([CH3:5])([CH3:6])[CH3:7])[N:8]1[CH:9]([C:16](=[O:17])[N:18]([CH3:19])[CH3:20])[CH2:10][CH:11]([N:13]=[N+:14]=[N-:15])[CH2:12]1.[O:21]1[CH2:22][CH2:23][O:24][CH2:25][CH2:26]1>>[C:1](=[O:2])([O:3][C:4]([CH3:5])([CH3:6])[CH3:7])[N:8]1[CH:9]([C:16](=[O:17])[N:18]([CH3:19])[CH3:20])[CH2:10][CH:11]([NH2:13])[CH2:12]1. As a reaction SMILES: [OH:1][C:2]1[CH:11]=[C:10]2[C:5]([CH2:6][CH2:7][C:8](=[O:12])[NH:9]2)=[CH:4][CH:3]=1.[C:13]1([S:19]([CH2:22][CH2:23][CH2:24][CH2:25]Br)(=[O:21])=[O:20])[CH:18]=[CH:17][CH:16]=[CH:15][CH:14]=1>>[C:13]1([S:19]([CH2:22][CH2:23][CH2:24][CH2:25][O:1][C:2]2[CH:11]=[C:10]3[C:5]([CH2:6][CH2:7][C:8](=[O:12])[NH:9]3)=[CH:4][CH:3]=2)(=[O:21])=[O:20])[CH:18]=[CH:17][CH:16]=[CH:15][CH:14]=1. Starting materials: OC1=CC=C2CCC(NC2=C1)=O (7-hydroxy-3,4-dihydro-carbostyril), C1(=CC=CC=C1)S(=O)(=O)CCCCBr (4-phenylsulfonyl-butyl bromide). Product: C1(=CC=CC=C1)S(=O)(=O)CCCCOC1=CC=C2CCC(NC2=C1)=O (7-(4-Phenylsulfonyl-butoxy)-3,4-dihydro-carbostyril). Reported procedure: Prepared analogous to Example 4 from 7-hydroxy-3,4-dihydro-carbostyril (see N. Shigematsu et al., Chem. Pharm. Bull. 1961, 970-975) and 4-phenylsulfonyl-butyl bromide. Starting materials: BrC1=C(C(=O)O)C=C(C=C1)OC (2-bromo-5-methoxybenzoic acid), C(C)O (ethanol). The reagents and catalysts are S(O)(O)(=O)=O (sulfuric acid). Run at temperature 95 celsius, time 40.5 hour. Yields the product BrC1=C(C(=O)OCC)C=C(C=C1)OC (ethyl 2-bromo-5-methoxybenzoate). RXN SMILES: [Br:1][C:2]1[CH:10]=[CH:9][C:8]([O:11][CH3:12])=[CH:7][C:3]=1[C:4]([OH:6])=[O:5].[CH2:13](O)[CH3:14]>S(=O)(=O)(O)O>[Br:1][C:2]1[CH:10]=[CH:9][C:8]([O:11][CH3:12])=[CH:7][C:3]=1[C:4]([O:6][CH2:13][CH3:14])=[O:5]. Procedure: To a solution of 2-bromo-5-methoxybenzoic acid (5.00 g) in ethanol (100 mL) was added conc. sulfuric acid (10 drops), and the mixture was stirred at 95° C. for 40.5 hr. The reaction mixture was concentrated under reduced pressure and water was added. The reaction mixture was extracted with ethyl acetate, and the extract was washed with saturated brine and dried over anhydrous sodium sulfate. The solvent was evaporated under reduced pressure and the residue was purified by silica gel column chrom... The reactants are O=C([O-])O, CC[SiH](CC)CC, ClCCl, [Na+], COc1ccc(C(O)Cc2ccncc2)c2c1OCC2C. Product: COc1ccc(CCc2ccncc2)c2c1OCC2C. As a reaction SMILES: [C:29](=[O:30])([OH:31])[O-:32].[CH2:22]([SiH:23]([CH2:24][CH3:25])[CH2:26][CH3:27])[CH3:28].[CH2:34]([Cl:35])[Cl:36].[Na+:33].[OH:1][CH:2]([CH2:3][c:4]1[cH:5][cH:6][n:7][cH:8][cH:9]1)[c:10]1[cH:11][cH:12][c:13]([O:20][CH3:21])[c:14]2[c:15]1[CH:16]([CH3:19])[CH2:17][O:18]2>>[CH2:2]([CH2:3][c:4]1[cH:5][cH:6][n:7][cH:8][cH:9]1)[c:10]1[cH:11][cH:12][c:13]([O:20][CH3:21])[c:14]2[c:15]1[CH:16]([CH3:19])[CH2:17][O:18]2. The reactants are COc1ccc(-c2cc(-c3ccccn3)nc(-c3cccc(C#N)n3)c2)cc1, CC(=O)O. Product: COc1ccc(-c2cc(-c3ccccn3)nc(-c3cccc(CN)n3)c2)cc1. RXN SMILES: [C:1](#[N:2])[c:3]1[cH:4][cH:5][cH:6][c:7](-[c:9]2[n:10][c:11](-[c:23]3[n:24][cH:25][cH:26][cH:27][cH:28]3)[cH:12][c:13](-[c:15]3[cH:16][cH:17][c:18]([O:21][CH3:22])[cH:19][cH:20]3)[cH:14]2)[n:8]1.[CH3:29][C:30](=[O:31])[OH:32]>>[CH2:1]([NH2:2])[c:3]1[cH:4][cH:5][cH:6][c:7](-[c:9]2[n:10][c:11](-[c:23]3[n:24][cH:25][cH:26][cH:27][cH:28]3)[cH:12][c:13](-[c:15]3[cH:16][cH:17][c:18]([O:21][CH3:22])[cH:19][cH:20]3)[cH:14]2)[n:8]1.